From a dataset of the Open Reaction Database (ORD), a public repository of structured organic reaction records. describe an organic reaction: reactants, conditions, products, and yield Starting materials: S(=O)(=O)(C1=CC=CC=2C(N(C)C)=CC=CC12)Cl (dansylchloride), compound A1, C(C)OC=1C=C(C=CC1OCC)C1=NN(C([C@@H]2CC=CC[C@H]12)=O)C1CCN(CC1)S(=O)(=O)C1=CC=C(C=C1)C ((4aS,8aR)-4-(3,4-Diethoxyphenyl)-2-[1-(toluene-4-sulfonyl)-piperidin-4-yl]-4a,5,8,8a-tetrahydro-2H-phthalazin-1-one). Product: COC=1C=C(C=CC1OC)C1=NN(C([C@@H]2CC=CC[C@H]12)=O)C1CCN(CC1)S(=O)(=O)C1=CC=CC2=C(C=CC=C12)N(C)C ((4aS,8aR)-4-(3,4-Dimethoxyphenyl)-2-[1-(5-dimethylamino-naphthalene-1-sulfonyl)-piperidin-4-yl]-4a,5,8,8a-tetrahydro-2H-phthalazin-1-one). As a reaction SMILES: [S:1](Cl)([C:4]1[C:16]2[CH:15]=[CH:14][CH:13]=[C:9]([N:10]([CH3:12])[CH3:11])[C:8]=2[CH:7]=[CH:6][CH:5]=1)(=[O:3])=[O:2].[CH2:18]([O:20][C:21]1[CH:22]=[C:23]([C:30]2[C@@H:39]3[C@@H:34]([CH2:35][CH:36]=[CH:37][CH2:38]3)[C:33](=[O:40])[N:32]([CH:41]3[CH2:46][CH2:45][N:44](S(C4C=CC(C)=CC=4)(=O)=O)[CH2:43][CH2:42]3)[N:31]=2)[CH:24]=[CH:25][C:26]=1[O:27][CH2:28]C)C>>[CH3:18][O:20][C:21]1[CH:22]=[C:23]([C:30]2[C@@H:39]3[C@@H:34]([CH2:35][CH:36]=[CH:37][CH2:38]3)[C:33](=[O:40])[N:32]([CH:41]3[CH2:46][CH2:45][N:44]([S:1]([C:4]4[C:16]5[C:8](=[C:9]([N:10]([CH3:12])[CH3:11])[CH:13]=[CH:14][CH:15]=5)[CH:7]=[CH:6][CH:5]=4)(=[O:3])=[O:2])[CH2:43][CH2:42]3)[N:31]=2)[CH:24]=[CH:25][C:26]=1[O:27][CH3:28]. Procedure: Prepared from dansylchloride and starting compound A1 as described for compound 1. Crystallisation from methanol. M.p. 198-200° C. The reactants are O=C([O-])O, COC(=O)CSCCCCN(c1cnc(-c2ccccc2)c(-c2ccccc2)n1)C(C)C, O=C(OO)c1cccc(Cl)c1, ClCCl, [Na+]. The product is COC(=O)CS(=O)CCCCN(c1cnc(-c2ccccc2)c(-c2ccccc2)n1)C(C)C. Reaction SMILES: [C:47](=[O:48])([O-:49])[OH:50].[CH3:1][O:2][C:3]([CH2:4][S:5][CH2:6][CH2:7][CH2:8][CH2:9][N:10]([CH:11]([CH3:12])[CH3:13])[c:14]1[n:15][c:16](-[c:26]2[cH:27][cH:28][cH:29][cH:30][cH:31]2)[c:17](-[c:20]2[cH:21][cH:22][cH:23][cH:24][cH:25]2)[n:18][cH:19]1)=[O:32].[Cl:33][c:34]1[cH:35][c:36]([C:41](=[O:38])[O:42][OH:43])[cH:37][cH:39][cH:40]1.[Cl:44][CH2:45][Cl:46].[Na+:51]>>[CH3:1][O:2][C:3]([CH2:4][S:5]([CH2:6][CH2:7][CH2:8][CH2:9][N:10]([CH:11]([CH3:12])[CH3:13])[c:14]1[n:15][c:16](-[c:26]2[cH:27][cH:28][cH:29][cH:30][cH:31]2)[c:17](-[c:20]2[cH:21][cH:22][cH:23][cH:24][cH:25]2)[n:18][cH:19]1)=[O:38])=[O:32]. Reactants: Fc1ccc(F)c(CBr)c1, O=C([O-])[O-], CN(C)C=O, [Cl-], Sc1ccc(Cl)cc1, [K+], [K+], [NH4+], O. Product: Fc1ccc(F)c(CSc2ccc(Cl)cc2)c1. As a reaction SMILES: [Br:7][CH2:8][c:9]1[c:10]([F:16])[cH:11][cH:12][c:13]([F:15])[cH:14]1.[C:1](=[O:2])([O-:3])[O-:4].[CH3:27][N:28]([CH3:29])[CH:30]=[O:31].[Cl-:25].[Cl:17][c:18]1[cH:19][cH:20][c:21]([SH:24])[cH:22][cH:23]1.[K+:5].[K+:6].[NH4+:26].[OH2:32]>>[CH2:8]([c:9]1[c:10]([F:16])[cH:11][cH:12][c:13]([F:15])[cH:14]1)[S:24][c:21]1[cH:20][cH:19][c:18]([Cl:17])[cH:23][cH:22]1. Starting materials: C(C)N1N=C(C=C1C)C#N (1-Ethyl-5-methyl-1H-pyrazole-3-carbonitrile), C(C)(=O)[O-].[K+] (potassium acetate), BrBr (bromine). Run in C(C)(=O)O (acetic acid). Product: BrC=1C(=NN(C1C)CC)C#N (4-bromo-1-ethyl-5-methyl-1H-pyrazole-3-carbonitrile). Reaction SMILES: [CH2:1]([N:3]1[C:7]([CH3:8])=[CH:6][C:5]([C:9]#[N:10])=[N:4]1)[CH3:2].C([O-])(=O)C.[K+].[Br:16]Br>C(O)(=O)C>[Br:16][C:6]1[C:5]([C:9]#[N:10])=[N:4][N:3]([CH2:1][CH3:2])[C:7]=1[CH3:8] |f:1.2|. Procedure details: 1-Ethyl-5-methyl-1H-pyrazole-3-carbonitrile (2.98 g, 22.0 mmol) was treated with potassium acetate (4.93 g, 31.0 mmol) and bromine (3.87 g, 24.0 mmol) in glacial acetic acid (43 mL) according to the general method described in Part F of Examples 1-4. Methyl tert-butyl ether was used instead of dichloromethane in the extraction during the work-up. The organic layers were combined and concentrated under reduced pressure to yield 4-bromo-1-ethyl-5-methyl-1H-pyrazole-3-carbonitrile as a white solid. Starting materials: BrC1=CC(=C(CN2C(=NC3=C2C=C(C=C3)OCC3=NC=C(C=C3)C)[C@H]3[C@H](CCCC3)C(=O)O)C=C1)F ((1S,2R)-2-{1-(4-bromo-2-fluorobenzyl)-6-[(5-methylpyridin-2-yl)methoxy]-1H-benzimidazol-2-yl}cyclohexanecarboxylic acid), Cl.FC1(CNC1)F (3,3-difluoroazetidine hydrochloride). Product: FC1(CN(C1)C1=CC(=C(CN2C(=NC3=C2C=C(C=C3)OCC3=NC=C(C=C3)C)[C@@H]3[C@@H](CCCC3)C(=O)O)C=C1)F)F (racemic cis-2-{1-[4-(3,3-Difluoroazetidin-1-yl)-2-fluorobenzyl]-6-[(5-methylpyridin-2-yl)methoxy]-1H-benzimidazol-2-yl}cyclohexanecarboxylic acid). As a reaction SMILES: Br[C:2]1[CH:35]=[CH:34][C:5]([CH2:6][N:7]2[C:11]3[CH:12]=[C:13]([O:16][CH2:17][C:18]4[CH:23]=[CH:22][C:21]([CH3:24])=[CH:20][N:19]=4)[CH:14]=[CH:15][C:10]=3[N:9]=[C:8]2[C@@H:25]2[CH2:30][CH2:29][CH2:28][CH2:27][C@@H:26]2[C:31]([OH:33])=[O:32])=[C:4]([F:36])[CH:3]=1.Cl.[F:38][C:39]1([F:43])[CH2:42][NH:41][CH2:40]1>>[F:38][C:39]1([F:43])[CH2:42][N:41]([C:2]2[CH:35]=[CH:34][C:5]([CH2:6][N:7]3[C:11]4[CH:12]=[C:13]([O:16][CH2:17][C:18]5[CH:23]=[CH:22][C:21]([CH3:24])=[CH:20][N:19]=5)[CH:14]=[CH:15][C:10]=4[N:9]=[C:8]3[C@H:25]3[CH2:30][CH2:29][CH2:28][CH2:27][C@H:26]3[C:31]([OH:33])=[O:32])=[C:4]([F:36])[CH:3]=2)[CH2:40]1 |f:1.2|. Procedure: The title compound was prepared in a manner analogous to that in Example 152 substituting (1S,2R)-2-{1-(4-bromo-2-fluorobenzyl)-6-[(5-methylpyridin-2-yl)methoxy]-1H-benzimidazol-2-yl}cyclohexanecarboxylic acid and 3,3-difluoroazetidine hydrochloride. MS (ESI): mass calcd. for C31H31F3N4O3, 564.23; m/z found, 565.2 [M+H]+. 1H NMR (500 MHz, CD3OD) δ 8.34 (s, 1H), 7.67-7.63 (m, 1H), 7.55 (d, J=8.6, 1H), 7.45 (d, J=8.0, 1H), 7.02-6.98 (m, 2H), 6.81 (t, J=8.5, 1H), 6.39 (dd, J=12.3, 2.3, 1H), 6.24 (d... Reactants: NC(=S)N (Thiourea), BrC1CN(CCC1=O)C(C1=C(C=CC=C1)F)=O (3-bromo-1-(2-fluorobenzoyl)-4-piperidinone), C(=O)(O)[O-].[Na+] (NaHCO3). Run in CCO (EtOH). Run at temperature 80 celsius, time 2 hour. The product is FC1=C(C(=O)N2CC3=C(CC2)N=C(S3)N)C=CC=C1 (5-(2-fluorobenzoyl)-4,5,6,7-tetrahydro-thiazolo[5,4-c]pyridin-2-amine). The yield is 53.8%. As a reaction SMILES: [NH2:1][C:2]([NH2:4])=[S:3].Br[CH:6]1[C:11](=O)[CH2:10][CH2:9][N:8]([C:13](=[O:21])[C:14]2[CH:19]=[CH:18][CH:17]=[CH:16][C:15]=2[F:20])[CH2:7]1.C([O-])(O)=O.[Na+]>CCO>[F:20][C:15]1[CH:16]=[CH:17][CH:18]=[CH:19][C:14]=1[C:13]([N:8]1[CH2:9][CH2:10][C:11]2[N:1]=[C:2]([NH2:4])[S:3][C:6]=2[CH2:7]1)=[O:21] |f:2.3|. Reported procedure: Thiourea (0.84 g, 6.7 mmol) was added to a stirred suspension of 3-bromo-1-(2-fluorobenzoyl)-4-piperidinone (2.0 g, 6.7 mmol) and NaHCO3 (0.56 g, 6.7 mmol) in EtOH (50 mL). The mixture was stirred at 80° C. for 2 hours, cooled to room temperature and filtered. The filtrate was evaporated in vacuo to yield 5-(2-fluorobenzoyl)-4,5,6,7-tetrahydro-thiazolo[5,4-c]pyridin-2-amine (1.0 g, 54% yield) that was used in the next step without further purification.